Dataset: the Open Reaction Database (ORD), a public repository of structured organic reaction records. Task: describe an organic reaction: reactants, conditions, products, and yield Starting materials: COC(=O)Cc1c(C)[nH]c2ncccc12, O=S(=O)(Cl)c1ccc(F)c(F)c1, CN(C)C=O. Product: COC(=O)Cc1c(C)n(S(=O)(=O)c2ccc(F)c(F)c2)c2ncccc12. Reaction SMILES: [CH3:1][O:2][C:3]([CH2:4][c:5]1[c:6]([CH3:14])[nH:7][c:8]2[n:9][cH:10][cH:11][cH:12][c:13]12)=[O:15].[F:16][c:17]1[cH:18][c:19]([S:24](=[O:25])(=[O:26])[Cl:27])[cH:20][cH:21][c:22]1[F:23].[O:28]=[CH:29][N:30]([CH3:31])[CH3:32]>>[CH3:1][O:2][C:3]([CH2:4][c:5]1[c:6]([CH3:14])[n:7]([S:24]([c:19]2[cH:18][c:17]([F:16])[c:22]([F:23])[cH:21][cH:20]2)(=[O:25])=[O:26])[c:8]2[n:9][cH:10][cH:11][cH:12][c:13]12)=[O:15]. Reactants: BrC1=CC2=C(OC=CN=C2C2=C(C=CC=C2)Cl)S1=O (7-bromo-5-(o-chlorophenyl)-thieno-[2,3-e]-4,1-oxazepinone), P12(=S)SP3(=S)SP(=S)(S1)SP(=S)(S2)S3 (P2S5), C(=O)(O)[O-].[Na+] (NaHCO3), ice water. The solvent is COCCOCCOC (diglyme). The product is BrC1=CC2=C(OC(CN=C2C2=C(C=CC=C2)Cl)=S)S1 (7-bromo-5-(o-chlorophenyl)-thieno-[2,3-e]-4,1-oxazepine-2-thione). Reaction SMILES: [Br:1][C:2]1[S:18](=O)[C:5]2[O:6][CH:7]=[CH:8][N:9]=[C:10]([C:11]3[CH:16]=[CH:15][CH:14]=[CH:13][C:12]=3[Cl:17])[C:4]=2[CH:3]=1.P12(SP3(SP(SP(S3)(S1)=S)(=S)S2)=S)=[S:21].C([O-])(O)=O.[Na+]>COCCOCCOC>[Br:1][C:2]1[S:18][C:5]2[O:6][C:7](=[S:21])[CH2:8][N:9]=[C:10]([C:11]3[CH:16]=[CH:15][CH:14]=[CH:13][C:12]=3[Cl:17])[C:4]=2[CH:3]=1 |f:2.3|. Procedure: (a) 0.1 Mol=35.8 gm of 7-bromo-5-(o-chlorophenyl)-thieno-[2,3-e]-4,1-oxazepinone were heated with 350 ml of diglyme, 24 gm of P2S5 and 19 gm of NaHCO3 for 30 minutes at 60° C. Subsequently, the reaction mixture was poured over about 1 liter of ice water, whereby a crystalline precipitate was formed, which was suction-filtered off, washed with water and dried. 37 gm=99% of theory of 7-bromo-5-(o-chlorophenyl)-thieno-[2,3-e]-4,1-oxazepine-2-thione were obtained M.p. from 200° C. (decomp.). Reaction SMILES: [C:31]([OH:32])(=[O:33])[CH3:34].[CH2:1]([c:2]1[cH:3][cH:4][cH:5][cH:6][cH:7]1)[NH:8][c:9]1[c:10]2[c:11](=[O:30])[c:12]([C:25](=[O:26])[O:27][CH2:28][CH3:29])[cH:13][n:14]([CH:22]3[CH2:23][CH2:24]3)[c:15]2[c:16]([F:21])[c:17]([F:20])[c:18]1[F:19]>>[NH2:8][c:9]1[c:10]2[c:11](=[O:30])[c:12]([C:25](=[O:26])[O:27][CH2:28][CH3:29])[cH:13][n:14]([CH:22]3[CH2:23][CH2:24]3)[c:15]2[c:16]([F:21])[c:17]([F:20])[c:18]1[F:19]. Product: CCOC(=O)c1cn(C2CC2)c2c(F)c(F)c(F)c(N)c2c1=O. The reactants are CC(=O)O, CCOC(=O)c1cn(C2CC2)c2c(F)c(F)c(F)c(NCc3ccccc3)c2c1=O. Reactants: OCCNC(C1=CC=CC=C1)C (N-(2-hydroxyethyl)-α-methylbenzylamine), Br (hydrobromic acid). Run at temperature 0 celsius, time 30 minute. Product: Br.BrCCNC(C1=CC=CC=C1)C (N-(2-bromoethyl)-α-methylbenzylamine Hydrobromide). Yield: 69.2%. Reaction SMILES: O[CH2:2][CH2:3][NH:4][CH:5]([CH3:12])[C:6]1[CH:11]=[CH:10][CH:9]=[CH:8][CH:7]=1.[BrH:13]>>[BrH:13].[Br:13][CH2:2][CH2:3][NH:4][CH:5]([CH3:12])[C:6]1[CH:11]=[CH:10][CH:9]=[CH:8][CH:7]=1 |f:2.3|. Procedure: 100 g (605.32 mmole) of N-(2-hydroxyethyl)-α-methylbenzylamine produced in Example 5(1) above was suspended in 515 ml of 48% aqueous hydrobromic acid solution and the resulting suspension was reacted at 126° C. for 30 minutes under refluxing. The reaction solution was then distilled for 2 hours under normal pressure at constant temperature and 465 ml of aqueous hydrobromic acid and water, the reaction by-product, was removed. The residue was dissolved in 550 ml of acetone, and 500 ml of ethyl ac... Starting materials: COC=1C=C(CC2NCCC3=CC(=CC(=C23)OC)OC)C=CC1OC (1-(3,4-Dimethoxy-benzyl)-6,8-dimethoxy-1,2,3,4-tetrahydroisoquinoline), BrCC(=O)Br (2-bromoacetyl bromide), COC1=C(CN)C=CC=C1 (2-methoxy-benzyl-amine). The product is COC=1C=C(CC2N(CCC3=CC(=CC(=C23)OC)OC)CC(=O)NCC2=C(C=CC=C2)OC)C=CC1OC (2-[1-(3,4-Dimethoxy-benzyl)-6,8-dimethoxy-3,4-dihydro-1H-isoquinolin-2-yl]-N-(2-methoxy-benzyl)-acetamide). Reaction SMILES: [CH3:1][O:2][C:3]1[CH:4]=[C:5]([CH:21]=[CH:22][C:23]=1[O:24][CH3:25])[CH2:6][CH:7]1[C:16]2[C:11](=[CH:12][C:13]([O:19][CH3:20])=[CH:14][C:15]=2[O:17][CH3:18])[CH2:10][CH2:9][NH:8]1.Br[CH2:27][C:28](Br)=[O:29].[CH3:31][O:32][C:33]1[CH:40]=[CH:39][CH:38]=[CH:37][C:34]=1[CH2:35][NH2:36]>>[CH3:1][O:2][C:3]1[CH:4]=[C:5]([CH:21]=[CH:22][C:23]=1[O:24][CH3:25])[CH2:6][CH:7]1[C:16]2[C:11](=[CH:12][C:13]([O:19][CH3:20])=[CH:14][C:15]=2[O:17][CH3:18])[CH2:10][CH2:9][N:8]1[CH2:27][C:28]([NH:36][CH2:35][C:34]1[CH:37]=[CH:38][CH:39]=[CH:40][C:33]=1[O:32][CH3:31])=[O:29]. Reported procedure: prepared by reaction of 1-(3,4-Dimethoxy-benzyl)-6,8-dimethoxy-1,2,3,4-tetrahydroisoquinoline and 2-bromoacetyl bromide with 2-methoxy-benzyl-amine Reactants: CC(O)=S, CN(C)C(OCC(C)(C)C)OCC(C)(C)C, COC(=O)Cn1ccc(C=C2CN(C(c3ccccc3)(c3ccccc3)c3ccccc3)CCC2O)c1, Cc1ccccc1, CO, O. Yields the product COC(=O)Cn1ccc(C=C2CN(C(c3ccccc3)(c3ccccc3)c3ccccc3)CCC2SC(C)=O)c1. As a reaction SMILES: [C:38]([CH3:39])(=[S:40])[OH:41].[CH2:42]([O:43][CH:44]([O:45][CH2:46][C:47]([CH3:48])([CH3:49])[CH3:50])[N:51]([CH3:52])[CH3:53])[C:54]([CH3:55])([CH3:56])[CH3:57].[CH3:1][O:2][C:3](=[O:4])[CH2:5][n:6]1[cH:7][c:8]([CH:11]=[C:12]2[CH2:13][N:14]([C:19]([c:20]3[cH:21][cH:22][cH:23][cH:24][cH:25]3)([c:26]3[cH:27][cH:28][cH:29][cH:30][cH:31]3)[c:32]3[cH:33][cH:34][cH:35][cH:36][cH:37]3)[CH2:15][CH2:16][CH:17]2[OH:18])[cH:9][cH:10]1.[CH3:59][c:60]1[cH:61][cH:62][cH:63][cH:64][cH:65]1.[CH3:66][OH:67].[OH2:58]>>[CH3:1][O:2][C:3](=[O:4])[CH2:5][n:6]1[cH:7][c:8]([CH:11]=[C:12]2[CH2:13][N:14]([C:19]([c:20]3[cH:21][cH:22][cH:23][cH:24][cH:25]3)([c:26]3[cH:27][cH:28][cH:29][cH:30][cH:31]3)[c:32]3[cH:33][cH:34][cH:35][cH:36][cH:37]3)[CH2:15][CH2:16][CH:17]2[S:40][C:38]([CH3:39])=[O:41])[cH:9][cH:10]1. Reactants: [Al+3], COC(=O)C1CCc2c(cccc2OC)C1, Cl, [H-], [H-], [H-], [H-], [Li+], C1CCOC1. Product: COc1cccc2c1CCC(CO)C2. Reaction SMILES: [Al+3:2].[CH3:7][O:8][c:9]1[c:10]2[c:15]([cH:16][cH:17][cH:18]1)[CH2:14][CH:13]([C:19](=[O:20])[O:21][CH3:22])[CH2:12][CH2:11]2.[ClH:23].[H-:1].[H-:4].[H-:5].[H-:6].[Li+:3].[O:24]1[CH2:25][CH2:26][CH2:27][CH2:28]1>>[CH3:7][O:8][c:9]1[c:10]2[c:15]([cH:16][cH:17][cH:18]1)[CH2:14][CH:13]([CH2:19][OH:20])[CH2:12][CH2:11]2. Starting materials: C=CCOC(=O)Cl, [Na+], C1CCOC1, [OH-], O, CS(=O)(=O)OC1CNC(COCCO)C1. Product: C=CCOC(=O)N1CC(OS(C)(=O)=O)CC1COCCO. RXN SMILES: [Cl:16][C:17](=[O:18])[O:19][CH2:20][CH:21]=[CH2:22].[Na+:24].[O:25]1[CH2:26][CH2:27][CH2:28][CH2:29]1.[OH-:23].[OH2:30].[OH:1][CH2:2][CH2:3][O:4][CH2:5][CH:6]1[NH:7][CH2:8][CH:9]([O:11][S:12](=[O:13])(=[O:14])[CH3:15])[CH2:10]1>>[OH:1][CH2:2][CH2:3][O:4][CH2:5][CH:6]1[N:7]([C:17](=[O:18])[O:19][CH2:20][CH:21]=[CH2:22])[CH2:8][CH:9]([O:11][S:12](=[O:13])(=[O:14])[CH3:15])[CH2:10]1.